This data is from the Open Reaction Database (ORD), a public repository of structured organic reaction records. The task is: describe an organic reaction: reactants, conditions, products, and yield Starting materials: NC=1SC2=C(N1)C=CC(=C2)C(=O)O (2-aminobenzothiazole-6-carboxylic acid), dipotassium. The solvent is [OH-].[K+] (potassium hydroxide), O (water). Product: SC=1C=C(C(=O)O)C=CC1N (3-Mercapto-4-aminobenzoic Acid). RXN SMILES: NC1[S:3][C:4]2[CH:10]=[C:9]([C:11]([OH:13])=[O:12])[CH:8]=[CH:7][C:5]=2[N:6]=1>[OH-].[K+].O>[SH:3][C:4]1[CH:10]=[C:9]([CH:8]=[CH:7][C:5]=1[NH2:6])[C:11]([OH:13])=[O:12] |f:1.2|. Procedure: Reflux 59 gm of 2-aminobenzothiazole-6-carboxylic acid (prepared by the procedure of Ann., 558, pg. 29, 1947) in a mixture of 300 gm of potassium hydroxide and 300 gm of water for 31/2 hours. Cool and use in the next step as the dipotassium salt. The reactants are N1N=CC2=C(C=CC=C12)C=1N=C(C2=C(N1)SC(=C2)C(=O)O)N2CCOCC2 (2-(1H-indazol-4-yl)-4-morpholinothieno[2,3-d]pyrimidine-6-carboxylic acid), CS(=O)(=O)NC=1C=C(C=CC1)B(O)O (3-(methylsulfonylamino)phenylboronic acid). Product: N1N=CC2=C(C=CC=C12)C=1N=C(C2=C(N1)C=C(O2)C=2C=C(C=CC2)NS(=O)(=O)C)N2CCOCC2 (3-(2-(1H-indazol-4-yl)-4-morpholinofuro[3,2-d]pyrimidin-6-yl)-N-methylsulfonylbenzenamine). As a reaction SMILES: [NH:1]1[C:9]2[C:4](=[C:5]([C:10]3[N:11]=[C:12]([N:22]4[CH2:27][CH2:26][O:25][CH2:24][CH2:23]4)[C:13]4[CH:18]=[C:17]([C:19]([OH:21])=O)SC=4[N:15]=3)[CH:6]=[CH:7][CH:8]=2)[CH:3]=[N:2]1.[CH3:28][S:29]([NH:32][C:33]1[CH:34]=[C:35](B(O)O)[CH:36]=[CH:37][CH:38]=1)(=[O:31])=[O:30]>>[NH:1]1[C:9]2[C:4](=[C:5]([C:10]3[N:11]=[C:12]([N:22]4[CH2:23][CH2:24][O:25][CH2:26][CH2:27]4)[C:13]4[O:21][C:19]([C:37]5[CH:38]=[C:33]([NH:32][S:29]([CH3:28])(=[O:30])=[O:31])[CH:34]=[CH:35][CH:36]=5)=[CH:17][C:18]=4[N:15]=3)[CH:6]=[CH:7][CH:8]=2)[CH:3]=[N:2]1. Procedure details: 2-Chloro-6-iodo-4-morpholinofuro[3,2-d]pyrimidine 45 from Example 27 was reacted with 3-(methylsulfonylamino)phenylboronic acid via General Procedure A to give the corresponding intermediate, after purification by flash chromatography, which was then reacted with 4-(4,4,5,5-tetramethyl-1,3,2-dioxaborolan-2-yl)-1H-indazole 7 to give, after purification by reverse phase HPLC, 327. MS (Q1) 491 (M+) Reactants: C1CCOC1, COC(=O)c1ccc2[nH]cc(CCNCc3cccc(OCC(F)(F)F)c3)c2c1, Cl, [Na+], [OH-]. Yields the product O=C(O)c1ccc2[nH]cc(CCNCc3cccc(OCC(F)(F)F)c3)c2c1. RXN SMILES: [CH2:31]1[O:32][CH2:33][CH2:34][CH2:35]1.[CH3:1][O:2][C:3](=[O:4])[c:5]1[cH:6][c:7]2[c:8]([CH2:14][CH2:15][NH:16][CH2:17][c:18]3[cH:19][c:20]([O:24][CH2:25][C:26]([F:27])([F:28])[F:29])[cH:21][cH:22][cH:23]3)[cH:9][nH:10][c:11]2[cH:12][cH:13]1.[ClH:30].[Na+:37].[OH-:36]>>[O:2]=[C:3]([OH:4])[c:5]1[cH:6][c:7]2[c:8]([CH2:14][CH2:15][NH:16][CH2:17][c:18]3[cH:19][c:20]([O:24][CH2:25][C:26]([F:27])([F:28])[F:29])[cH:21][cH:22][cH:23]3)[cH:9][nH:10][c:11]2[cH:12][cH:13]1. Reactants: amine, FC1=C(C(=O)OC)C=CC(=C1)C=1C([C@@H]2CC[C@]3([C@@]4(CC[C@@]5([C@@H]([C@H]4CC[C@@H]3[C@]2(CC1)C)[C@@H](CC5)C(=C)C)C=O)C)C)(C)C (methyl 2-fluoro-4-((1R,3aS,5aR,5bR,7aR,11aS,11bR,13aR,13bR)-3a-formyl-5a,5b,8,8,11a-pentamethyl-1-(prop-1-en-2-yl)-2,3,3a,4,5,5a,5b,6,7,7a,8,11,11a,11b,12,13,13a,13b-octadecahydro-1H-cyclopenta[a]chrysen-9-yl)benzoate), NCCCN1CCS(CC1)(=O)=O (4-(3-aminopropyl) thiomorpholine 1,1-dioxide). Product: O=S1(CCN(CC1)CCCNC[C@]12[C@@H]([C@H]3CC[C@@H]4[C@]5(CC=C(C([C@@H]5CC[C@]4([C@@]3(CC1)C)C)(C)C)C1=CC(=C(C(=O)O)C=C1)F)C)[C@@H](CC2)C(=C)C)=O (4-((1R,3aS,5aR,5bR,7aR,11aS,11bR,13aR,13bR)-3a-(((3-(1,1-dioxido-4-thiomorpholinyl)propyl)amino)methyl)-1-isopropenyl-5a,5b,8,8,11a-pentamethyl-2,3,3a,4,5,5a,5b,6,7,7a,8,11,11a,11b,12,13,13a,13b-octadecahydro-1H-cyclopenta[a]chrysen-9-yl)-2-fluorobenzoic acid), solid. The yield is 55.0%. Reaction SMILES: [F:1][C:2]1[CH:11]=[C:10]([C:12]2[C:13]([CH3:42])([CH3:41])[C@H:14]3[C@:27]([CH3:30])([CH2:28][CH:29]=2)[C@@H:26]2[C@:17]([CH3:40])([C@@:18]4([CH3:39])[C@H:23]([CH2:24][CH2:25]2)[C@H:22]2[C@H:31]([C:34]([CH3:36])=[CH2:35])[CH2:32][CH2:33][C@:21]2([CH:37]=O)[CH2:20][CH2:19]4)[CH2:16][CH2:15]3)[CH:9]=[CH:8][C:3]=1[C:4]([O:6]C)=[O:5].[NH2:43][CH2:44][CH2:45][CH2:46][N:47]1[CH2:52][CH2:51][S:50](=[O:54])(=[O:53])[CH2:49][CH2:48]1>>[O:53]=[S:50]1(=[O:54])[CH2:49][CH2:48][N:47]([CH2:46][CH2:45][CH2:44][NH:43][CH2:37][C@:21]23[CH2:33][CH2:32][C@@H:31]([C:34]([CH3:36])=[CH2:35])[C@@H:22]2[C@@H:23]2[C@@:18]([CH3:39])([CH2:19][CH2:20]3)[C@@:17]3([CH3:40])[C@@H:26]([C@:27]4([CH3:30])[C@@H:14]([CH2:15][CH2:16]3)[C:13]([CH3:41])([CH3:42])[C:12]([C:10]3[CH:9]=[CH:8][C:3]([C:4]([OH:6])=[O:5])=[C:2]([F:1])[CH:11]=3)=[CH:29][CH2:28]4)[CH2:25][CH2:24]2)[CH2:52][CH2:51]1. Reported procedure: The title compound was prepared following steps 5 and 6 using methyl 2-fluoro-4-((1R,3aS,5aR,5bR,7aR,11aS,11bR,13aR,13bR)-3a-formyl-5a,5b,8,8,11a-pentamethyl-1-(prop-1-en-2-yl)-2,3,3a,4,5,5a,5b,6,7,7a,8,11,11a,11b,12,13,13a,13b-octadecahydro-1H-cyclopenta[a]chrysen-9-yl)benzoate and 4-(3-aminopropyl) thiomorpholine 1,1-dioxide as the reactant amine. The product was isolated as a white solid (50 mg, 55.0%). LCMS: m/e 737.5 (MH+), 2.53 min (method 3). 1H NMR (400 MHz, MeOD) δ ppm 7.85 (d, J=3.8 Hz... Reactants: [Li+].[OH-] (LiOH), Cl (HCl), ClC=1C=C2C(=NC1)N(C=C2C2=NC=C(C(=N2)S(=O)(=O)C)F)S(=O)(=O)C2=CC=C(C=C2)C (5-chloro-3-(5-fluoro-4-methylsulfonyl-pyrimidin-2-yl)-1-(p-tolylsulfonyl)pyrrolo[2,3-b]pyridine), 1a, N[C@@H]1[C@H](CCCC1)C(=O)O ((1S,2S)-2-amino-cyclohexanecarboxylic acid), C(=O)([O-])[O-].[Na+].[Na+] (Na2CO3), CCN(C(C)C)C(C)C (iPr2NEt). Run at temperature 130 celsius, time 10 minute. RXN SMILES: [Cl:1][C:2]1[CH:3]=[C:4]2[C:10]([C:11]3[N:16]=[C:15](S(C)(=O)=O)[C:14]([F:21])=[CH:13][N:12]=3)=[CH:9][N:8](S(C3C=CC(C)=CC=3)(=O)=O)[C:5]2=[N:6][CH:7]=1.[NH2:32][C@H:33]1[CH2:38][CH2:37][CH2:36][CH2:35][C@@H:34]1[C:39]([OH:41])=[O:40].C([O-])([O-])=O.[Na+].[Na+].CCN(C(C)C)C(C)C.[Li+].[OH-].Cl>C1COCC1.CC#N>[Cl:1][C:2]1[CH:3]=[C:4]2[C:10]([C:11]3[N:16]=[C:15]([NH:32][C@H:33]4[CH2:38][CH2:37][CH2:36][CH2:35][C@@H:34]4[C:39]([OH:41])=[O:40])[C:14]([F:21])=[CH:13][N:12]=3)=[CH:9][NH:8][C:5]2=[N:6][CH:7]=1 |f:2.3.4,6.7|. Reported procedure: A mixture of 5-chloro-3-(5-fluoro-4-methylsulfonyl-pyrimidin-2-yl)-1-(p-tolylsulfonyl)pyrrolo[2,3-b]pyridine, 1a, (0.49 g, 1.05 mmol), (1S,2S)-2-amino-cyclohexanecarboxylic acid (0.30 g, 2.10 mmol), freshly ground Na2CO3 (0.22 g, 2.10 mmol), and iPr2NEt (0.37 mL, 2.10 mmol) in THF (10 mL) and CH3CN (2 mL) were heated in a sealed vessel to 130° C. for 30 minutes under microwave irradiation. The mixture was cooled to room temperature. A solution of 1N LiOH (3.1 mL, 3.1 mmol) was added and the mixt... Run in C1CCOC1 (THF), CC#N (CH3CN). Yields the product ClC=1C=C2C(=NC1)NC=C2C2=NC=C(C(=N2)N[C@@H]2[C@H](CCCC2)C(=O)O)F ((1S,2S)-2-(2-(5-chloro-1H-pyrrolo[2,3-b]pyridin-3-yl)-5-fluoropyrimidin-4-ylamino)cyclohexanecarboxylic acid). Starting materials: C(C)OC(C(F)(F)F)=O (Trifluoro-acetic acid ethyl ester), N1=C(C=CC=C1)C(C)=O (1-pyridin-2-yl-ethanone), C[O-].[Na+] (sodium methoxide). The solvent is CO (methanol). Product: FC(C(CC(=O)C1=NC=CC=C1)=O)(F)F (4,4,4-trifluoro-1-pyridin-2-yl-butane-1,3-dione). The yield is 81.2%. Reaction SMILES: C(O[C:4](=[O:9])[C:5]([F:8])([F:7])[F:6])C.[N:10]1[CH:15]=[CH:14][CH:13]=[CH:12][C:11]=1[C:16](=[O:18])[CH3:17].C[O-].[Na+]>CO>[F:8][C:5]([F:6])([F:7])[C:4](=[O:9])[CH2:17][C:16]([C:11]1[CH:12]=[CH:13][CH:14]=[CH:15][N:10]=1)=[O:18] |f:2.3|. Procedure details: Trifluoro-acetic acid ethyl ester (9.82 mL, 82.5 mmol) was added to a solution of 1-pyridin-2-yl-ethanone (5.00 g, 41.2 mmol) in methanol (40 mL) containing sodium methoxide (61.8 mmol). The reaction mixture was heated at reflux overnight, concentrated under reduced pressure and acidified with aqueous hydrochloric acid (10%). The aqueous solution was extracted with ethyl acetate (10×50 mL). The organic layers were collected, dried over sodium sulfate, filtered, and concentrated under reduced pre... The reactants are Oc1c(Br)cc(-c2c3ccccc3c(Sc3ccccc3)c3sc4ccccc4c23)cc1Br, Br, O=C(O)C(O)Cc1ccccc1. Product: O=C(O)C(Cc1ccccc1)Oc1c(Br)cc(-c2c3ccccc3c(Sc3ccccc3)c3sc4ccccc4c23)cc1Br. RXN SMILES: [Br:1][c:2]1[c:3]([OH:33])[c:4]([Br:32])[cH:5][c:6](-[c:8]2[c:9]3[cH:10][cH:11][cH:12][cH:13][c:14]3[c:15]([S:25][c:26]3[cH:27][cH:28][cH:29][cH:30][cH:31]3)[c:16]3[c:17]2[c:18]2[c:19]([s:20]3)[cH:21][cH:22][cH:23][cH:24]2)[cH:7]1.[Br:46].[OH:34][CH:35]([C:36](=[O:37])[OH:38])[CH2:39][c:40]1[cH:41][cH:42][cH:43][cH:44][cH:45]1>>[Br:1][c:2]1[c:3]([O:33][CH:35]([C:36](=[O:37])[OH:38])[CH2:39][c:40]2[cH:41][cH:42][cH:43][cH:44][cH:45]2)[c:4]([Br:32])[cH:5][c:6](-[c:8]2[c:9]3[cH:10][cH:11][cH:12][cH:13][c:14]3[c:15]([S:25][c:26]3[cH:27][cH:28][cH:29][cH:30][cH:31]3)[c:16]3[c:17]2[c:18]2[c:19]([s:20]3)[cH:21][cH:22][cH:23][cH:24]2)[cH:7]1. Reactants: C(C1=CC=CC=C1)(=O)NC(=S)NC1=CC=C(CNC(OC(C)(C)C)=O)C=C1 (tert-butyl N-(4-{[(benzoylamino)carbothioyl]amino}benzyl)-carbamate), C(=O)([O-])[O-].[K+].[K+] (K2CO3). Solvent: CO (MeOH), O (water). Reaction conditions: time 24 hour. The product is NC(=S)NC1=CC=C(CNC(OC(C)(C)C)=O)C=C1 (tert-Butyl N-{4-[(Aminocarbothioyl)amino]benzyl}-carbamate). Yield: 100.0%. RXN SMILES: C([NH:9][C:10]([NH:12][C:13]1[CH:27]=[CH:26][C:16]([CH2:17][NH:18][C:19](=[O:25])[O:20][C:21]([CH3:24])([CH3:23])[CH3:22])=[CH:15][CH:14]=1)=[S:11])(=O)C1C=CC=CC=1.C([O-])([O-])=O.[K+].[K+]>CO.O>[NH2:9][C:10]([NH:12][C:13]1[CH:14]=[CH:15][C:16]([CH2:17][NH:18][C:19](=[O:25])[O:20][C:21]([CH3:23])([CH3:24])[CH3:22])=[CH:26][CH:27]=1)=[S:11] |f:1.2.3|. Reported procedure: To a stirred near solution of tert-butyl N-(4-{[(benzoylamino)carbothioyl]amino}benzyl)-carbamate (10.4 g, 27.0 mmol) in MeOH (150 ml) was added a solution of K2CO3 (8.5 g, 61.5 mmol) in 15 ml water. The solution was stirred at room temperature for 24 hours and filtered to remove a white precipitate. The filtrate was evaporated in vacuo to yield 100% (7.6 g) of the desired product as an off-white solid. Starting materials: aqueous solution, [OH-].[Na+] (sodium hydroxide), CN(C=1C=C(C=2CCN(C(C2C1)=O)C(CCC)CCC)C(=O)OC)S(=O)(=O)C (methyl 7-[methyl(methylsulfonyl)amino]-1-oxo-2-(1-propylbutyl)-1,2,3,4-tetrahydroisoquinoline-5-carboxylate). Solvent: O1CCOCC1 (dioxane), O1CCOCC1 (dioxane). Yields the product CN(C=1C=C(C=2CCN(C(C2C1)=O)C(CCC)CCC)C(=O)O)S(=O)(=O)C (7-[methyl(methylsulfonyl)amino]-1-oxo-2-(1-propylbutyl)-1,2,3,4-tetrahydroisoquinoline-5-carboxylic acid). The yield is 96.5%. Reaction SMILES: [CH3:1][N:2]([S:25]([CH3:28])(=[O:27])=[O:26])[C:3]1[CH:4]=[C:5]([C:21]([O:23]C)=[O:22])[C:6]2[CH2:7][CH2:8][N:9]([CH:14]([CH2:18][CH2:19][CH3:20])[CH2:15][CH2:16][CH3:17])[C:10](=[O:13])[C:11]=2[CH:12]=1.[OH-].[Na+]>O1CCOCC1>[CH3:1][N:2]([S:25]([CH3:28])(=[O:26])=[O:27])[C:3]1[CH:4]=[C:5]([C:21]([OH:23])=[O:22])[C:6]2[CH2:7][CH2:8][N:9]([CH:14]([CH2:18][CH2:19][CH3:20])[CH2:15][CH2:16][CH3:17])[C:10](=[O:13])[C:11]=2[CH:12]=1 |f:1.2|. Procedure details: 0.25 g of methyl 7-[methyl(methylsulfonyl)amino]-1-oxo-2-(1-propylbutyl)-1,2,3,4-tetrahydroisoquinoline-5-carboxylate is dissolved in 5 cm3 of dioxane at a temperature close to 20° C. 1.52 cm3 of a 1M aqueous solution of sodium hydroxide are added, then the reaction mixture is heated at a temperature close to 60° C. for 1 h. The dioxane contained in the reaction mixture is concentrated using a rotary evaporator under reduced pressure (5 kPa). 20 cm3 of ethyl ether and 10 cm3 of water are added t... Reactants: ClC1=CC(=CC=C1)C(=O)OO (m-chloroperbenzoic acid), CC1C(OC2=C1C=CC=C2SC2=C(C=CC=C2)Cl)=O (3-methyl-7-(2-chlorophenylthio)-2,3-dihydrobenzofuran-2-one). Product: CC1C(OC2=C1C=CC=C2S(=O)C2=C(C=CC=C2)Cl)=O (3-methyl-7-(2-chlorobenzenesulfinyl)-2,3-dihydrobenzofuran-2-one). As a reaction SMILES: ClC1C=CC=C(C(OO)=[O:9])C=1.[CH3:12][CH:13]1[C:17]2[CH:18]=[CH:19][CH:20]=[C:21]([S:22][C:23]3[CH:28]=[CH:27][CH:26]=[CH:25][C:24]=3[Cl:29])[C:16]=2[O:15][C:14]1=[O:30]>C(Cl)(Cl)Cl>[CH3:12][CH:13]1[C:17]2[CH:18]=[CH:19][CH:20]=[C:21]([S:22]([C:23]3[CH:28]=[CH:27][CH:26]=[CH:25][C:24]=3[Cl:29])=[O:9])[C:16]=2[O:15][C:14]1=[O:30]. The yield is 63.2%. Solvent: C(Cl)(Cl)Cl (chloroform), C(Cl)(Cl)Cl (chloroform). Procedure details: A solution of m-chloroperbenzoic acid (1.3 g) in chloroform (20 ml) was added dropwise to a solution of 3-methyl-7-(2-chlorophenylthio)-2,3-dihydrobenzofuran-2-one (1.8 g) in chloroform (20 ml) in 10 minutes at a temperature below 6° C. with stirring, and the mixture was stirred at the same temperature for 30 minutes and then filtered. The organic layer was separated, washed with saturated aqueous sodium bicarbonate and water in turn, dried and evaporated under reduced pressure. The oily residue...